From a dataset of the Open Reaction Database (ORD), a public repository of structured organic reaction records. describe an organic reaction: reactants, conditions, products, and yield The reactants are Br.BrCC1CCNCC1 (4-bromomethylpiperidin hydrobromide), C([O-])([O-])=O.[K+].[K+] (potassium carbonate). Solvent: O (water), C(=O)OC (methyl formate). Run at time 20 hour. Product: C(=O)N1CCC(CC1)CBr (N-Formyl-4-bromomethylpiperidine). As a reaction SMILES: Br.[Br:2][CH2:3][CH:4]1[CH2:9][CH2:8][NH:7][CH2:6][CH2:5]1.[C:10](=O)([O-])[O-:11].[K+].[K+]>O.C(OC)=O>[CH:10]([N:7]1[CH2:8][CH2:9][CH:4]([CH2:3][Br:2])[CH2:5][CH2:6]1)=[O:11] |f:0.1,2.3.4|. Reported procedure: To a solution of 4-bromomethylpiperidin hydrobromide (12.8 g, 0.05 mole) in water (5 ml), methyl formate (25 ml) and potassium carbonate (10 g) were added and the mixture stirred for 20 hours. The solvent was decanted, and the residue was extracted with two 25 ml portions of ether. The combined organic phases were washed with water, dried and evaporated to give (A) as a colourless oil. The IR spectrum (chloroform) showed a strong band at 1650 cm-1. Reactants: C([O-])([O-])=O.[Cs+].[Cs+] (cesium carbonate), COCCOCCl (2-methoxyethoxymethyl chloride), ClC1=CC=C(CC2=NC3=CC=C(C=C3C(=C2C(=O)N)O)CN2CCOCC2)C=C1 (4-chlorobenzyl-4-hydroxy-6-(4-morpholinylmethyl)-3-quinolinecarboxamide), ClCCl (dichloromethane). Solvent: CN(C)C=O (DMF). Reaction conditions: temperature 100 celsius. The product is ClC1=CC=C(CNC(=O)C2=CN(C3=CC=C(C=C3C2=O)CN2CCOCC2)COCCOC)C=C1 (N-(4-Chlorobenzyl)-1-[(2-methoxyethoxy)methyl]-6-(4-morpholinylmethyl)-4-oxo-1,4-dihydro-3-quinolinecarboxamide). RXN SMILES: ClC1C=CC(C[C:7]2[C:16]([C:17]([NH2:19])=[O:18])=[C:15]([OH:20])[C:14]3[C:9](=[CH:10][CH:11]=[C:12]([CH2:21][N:22]4[CH2:27][CH2:26][O:25][CH2:24][CH2:23]4)[CH:13]=3)[N:8]=2)=CC=1.C(=O)([O-])[O-].[Cs+].[Cs+].[CH3:36][O:37][CH2:38][CH2:39][O:40][CH2:41]Cl.Cl[CH2:44][Cl:45]>CN(C=O)C>[Cl:45][C:44]1[CH:14]=[CH:13][C:12]([CH2:21][NH:19][C:17]([C:16]2[C:15](=[O:20])[C:14]3[C:9](=[CH:10][CH:11]=[C:12]([CH2:21][N:22]4[CH2:23][CH2:24][O:25][CH2:26][CH2:27]4)[CH:13]=3)[N:8]([CH2:41][O:40][CH2:39][CH2:38][O:37][CH3:36])[CH:7]=2)=[O:18])=[CH:11][CH:10]=1 |f:1.2.3|. Reported procedure: A suspension of N-(4-chlorobenzyl-4-hydroxy-6-(4-morpholinylmethyl)-3-quinolinecarboxamide (0.21 gm) from Preparation No. 40 and cesium carbonate (0.34 gm) in DMF (2 mL) is treated with 2-methoxyethoxymethyl chloride (0.07 mL). The mixture is tightly capped and heated to 100° C. for 3 hrs. The reaction mixture is allowed to cool to room temperature, diluted with dichloromethane and washed with water. The aqueous phase is extracted with two additional portions of dichloromethane. The combined org... Reactants: C(=O)C=1C=C(C(=O)OCC[Si](C)(C)C)C=CC1 (2-(trimethylsilyl)ethyl 3-formylbenzoate), NC=1C=NC=CC1 (3-aminopyridine). The product is N1=CC(=CC=C1)NCC=1C=C(C(=O)OCC[Si](C)(C)C)C=CC1 (2-(trimethylsilyl)ethyl 3-[(pyridin-3-ylamino)methyl]benzoate). Isolated yield 77.0%. As a reaction SMILES: [CH:1]([C:3]1[CH:4]=[C:5]([CH:15]=[CH:16][CH:17]=1)[C:6]([O:8][CH2:9][CH2:10][Si:11]([CH3:14])([CH3:13])[CH3:12])=[O:7])=O.[NH2:18][C:19]1[CH:20]=[N:21][CH:22]=[CH:23][CH:24]=1>>[N:21]1[CH:22]=[CH:23][CH:24]=[C:19]([NH:18][CH2:1][C:3]2[CH:4]=[C:5]([CH:15]=[CH:16][CH:17]=2)[C:6]([O:8][CH2:9][CH2:10][Si:11]([CH3:14])([CH3:13])[CH3:12])=[O:7])[CH:20]=1. Procedure details: By using 500 mg of 2-(trimethylsilyl)ethyl 3-formylbenzoate and 188 mg of 3-aminopyridine, the reaction similar to Preparation Example 14 was performed, thereby obtaining 505 mg of 2-(trimethylsilyl)ethyl 3-[(pyridin-3-ylamino)methyl]benzoate. Starting materials: O (Water), C1(=CC=CC=C1)P(C1=CC=CC=C1)C1=CC=CC=C1 (triphenylphosphine), BrN1C(CCC1=O)=O (N-bromosuccinimide), FC=1C=C(C=CC1C(F)(F)F)CCCO (3-(3-fluoro-4-trifluoromethylphenyl)-1-propanol). Solvent: C(Cl)Cl (methylene chloride). Yields the product BrCCCC1=CC(=C(C=C1)C(F)(F)F)F (1-(3-bromopropyl)-3-fluoro-4-trifluoromethylbenzene). Yield: 79.0%. RXN SMILES: [F:1][C:2]1[CH:3]=[C:4]([CH2:12][CH2:13][CH2:14]O)[CH:5]=[CH:6][C:7]=1[C:8]([F:11])([F:10])[F:9].C1(P(C2C=CC=CC=2)C2C=CC=CC=2)C=CC=CC=1.[Br:35]N1C(=O)CCC1=O.O>C(Cl)Cl>[Br:35][CH2:14][CH2:13][CH2:12][C:4]1[CH:5]=[CH:6][C:7]([C:8]([F:11])([F:10])[F:9])=[C:2]([F:1])[CH:3]=1. Procedure: Compound 68-2 (2.83 g) was dissolved in methylene chloride (42 ml), triphenylphosphine (3.67 g) and N-bromosuccinimide (2.56 g) were added under ice-cooling, and the mixture was stirred under ice-cooling for 2 hr. Water was added to the reaction mixture, and the mixture was extracted with methylene chloride and washed with saturated brine, and dried over anhydrous sodium sulfate. The solvent was evaporated under reduced pressure. Diethyl ether was added, and the precipitated triphenylphosphine o... Reactants: NO (hydroxylamine), O=C1NC(=NC2=CC=CC=C12)C(=O)NCC=1C=C(C=CC1)OCCCC(=O)O (4-{[3-({[(4-oxo-3,4-dihydroquinazolin-2-yl)carbonyl]amino}methyl)phenyl]oxy}butanoic acid), Example 44, CN(C)C=O (DMF), C(C(=O)Cl)(=O)Cl (oxalyl chloride). Solvent: C1CCOC1 (THF), C(C)(C)(C)O (tert-butanol), C1CCOC1 (THF). Run at time 2 hour. Yields the product ONC(CCCOC=1C=C(C=CC1)CNC(=O)C1=NC2=CC=CC=C2C(N1)=O)=O (N-[(3-{[4-(hydroxyamino)-4-oxobutyl]oxy}phenyl)methyl]-4-oxo-3,4-dihydroquinazoline-2-carboxamide). Isolated yield 9.0%. As a reaction SMILES: [O:1]=[C:2]1[C:11]2[C:6](=[CH:7][CH:8]=[CH:9][CH:10]=2)[N:5]=[C:4]([C:12]([NH:14][CH2:15][C:16]2[CH:17]=[C:18]([O:22][CH2:23][CH2:24][CH2:25][C:26](O)=[O:27])[CH:19]=[CH:20][CH:21]=2)=[O:13])[NH:3]1.CN(C=O)C.C(Cl)(=O)C(Cl)=O.[NH2:40][OH:41]>C1COCC1.C(O)(C)(C)C>[OH:41][NH:40][C:26](=[O:27])[CH2:25][CH2:24][CH2:23][O:22][C:18]1[CH:17]=[C:16]([CH2:15][NH:14][C:12]([C:4]2[NH:3][C:2](=[O:1])[C:11]3[C:6](=[CH:7][CH:8]=[CH:9][CH:10]=3)[N:5]=2)=[O:13])[CH:21]=[CH:20][CH:19]=1. Procedure details: To a solution of 4-{[3-({[(4-oxo-3,4-dihydroquinazolin-2-yl)carbonyl]amino}methyl)phenyl]oxy}butanoic acid obtained in Reference Example 44 (90.0 mg, 0.236 mmol) in THF (2 mL) were added DMF (0.02 mL) and oxalyl chloride (59.9 mg, 0.472 mmol) at 0° C., and the mixture was stirred at room temperature for 2 hr. To the reaction mixture was added a mixed solution of 50% aqueous hydroxylamine solution (0.5 mL), tert-butanol (0.5 mL) and THF (0.5 mL) at 0° C., and the mixture was stirred for 15 min. T...